This data is from the Open Reaction Database (ORD), a public repository of structured organic reaction records. The task is: describe an organic reaction: reactants, conditions, products, and yield Reactants: hydrate, C(C1=CC=CC=C1)OC1=C(C=C(C=C1)C(C)=O)CO (1-(4-benzyloxy-3-hydroxymethylphenyl)ethanone), C(C1=CC=CC=C1)OC=1C=C(C=C(C1)OCC1=CC=CC=C1)C(C)=O (1-(3,5-dibenzyloxyphenyl)ethanone). Product: C(C1=CC=CC=C1)OC=1C=C(C=C(C1)OCC1=CC=CC=C1)C(=O)C=O (3,5-Dibenzyloxyphenyl glyoxal). As a reaction SMILES: C([O:8]C1C=CC(C(=O)C)=CC=1CO)C1C=CC=CC=1.[CH2:20]([O:27][C:28]1[CH:29]=[C:30]([C:42](=[O:44])[CH3:43])[CH:31]=[C:32]([O:34][CH2:35][C:36]2[CH:41]=[CH:40][CH:39]=[CH:38][CH:37]=2)[CH:33]=1)[C:21]1[CH:26]=[CH:25][CH:24]=[CH:23][CH:22]=1>>[CH2:35]([O:34][C:32]1[CH:31]=[C:30]([C:42]([CH:43]=[O:8])=[O:44])[CH:29]=[C:28]([O:27][CH2:20][C:21]2[CH:22]=[CH:23][CH:24]=[CH:25][CH:26]=2)[CH:33]=1)[C:36]1[CH:37]=[CH:38][CH:39]=[CH:40][CH:41]=1. Reported procedure: The title compound was prepared as a hydrate by the process of Description 54, replacing 1-(4-benzyloxy-3-hydroxymethylphenyl)ethanone. by 1-(3,5-dibenzyloxyphenyl)ethanone. γ (CDCl3) 6.40 (2H, s) 5.00 (4H, s), 2.40-3.50 (14H, m). The reactants are N1(CCC(CC1)NC(=O)N1C=NC=C1)C1=NC=CC=C1 (imidazole-1-carboxylic acid (3,4,5,6-tetrahydro-2H-[1,2]bipyridinyl-4-yl)-amide), N1(CCC(CC1)NC(=O)N1C=NC=C1)C1=NC=CC=C1 (imidazole-1-carboxylic acid (3,4,5,6-tetrahydro-2H-[1,2]bipyridinyl-4-yl)-amide), C(C)(C)(C)OC(N[C@@H]1[C@H]([C@H]([C@@H](C1)N1C2=NC(=NC(=C2N=C1)NCC(C1=CC=CC=C1)C1=CC=CC=C1)C(NCCN)=O)O)O)=O ({(1S,2R,3S,4R)-4-[2-(2-amino-ethylcarbamoyl)-6-(2,2-diphenyl-ethylamino)-purin-9-yl]-2,3-dihydroxy-cyclopentyl}-carbamic acid tert-butyl ester). The solvent is C(Cl)Cl (DCM), CC(C)O (IPA). Run at time 8 hour. Yields the product C(C)(C)(C)OC(N[C@@H]1[C@H]([C@H]([C@@H](C1)N1C2=NC(=NC(=C2N=C1)NCC(C1=CC=CC=C1)C1=CC=CC=C1)C(NCCNC(=O)NC1CCN(CC1)C1=NC=CC=C1)=O)O)O)=O ([(1S,2R,3S,4R)-4-(6-(2,2-Diphenyl-ethylamino)-2-{2-[3-(3,4,5,6-tetrahydro-2H-[1,2]bipyridinyl-4-yl)-ureido]-ethylcarbamoyl}-purin-9-yl)-2,3-dihydroxy-cyclopentyl]-carbamic acid tert-butyl ester). Reaction SMILES: [C:1]([O:5][C:6](=[O:45])[NH:7][C@H:8]1[CH2:12][C@@H:11]([N:13]2[CH:21]=[N:20][C:19]3[C:14]2=[N:15][C:16]([C:37](=[O:42])[NH:38][CH2:39][CH2:40][NH2:41])=[N:17][C:18]=3[NH:22][CH2:23][CH:24]([C:31]2[CH:36]=[CH:35][CH:34]=[CH:33][CH:32]=2)[C:25]2[CH:30]=[CH:29][CH:28]=[CH:27][CH:26]=2)[C@H:10]([OH:43])[C@@H:9]1[OH:44])([CH3:4])([CH3:3])[CH3:2].[N:46]1([C:60]2[CH:65]=[CH:64][CH:63]=[CH:62][N:61]=2)[CH2:51][CH2:50][CH:49]([NH:52][C:53](N2C=CN=C2)=[O:54])[CH2:48][CH2:47]1>CC(O)C.C(Cl)Cl>[C:1]([O:5][C:6](=[O:45])[NH:7][C@H:8]1[CH2:12][C@@H:11]([N:13]2[CH:21]=[N:20][C:19]3[C:14]2=[N:15][C:16]([C:37](=[O:42])[NH:38][CH2:39][CH2:40][NH:41][C:53]([NH:52][CH:49]2[CH2:48][CH2:47][N:46]([C:60]4[CH:65]=[CH:64][CH:63]=[CH:62][N:61]=4)[CH2:51][CH2:50]2)=[O:54])=[N:17][C:18]=3[NH:22][CH2:23][CH:24]([C:31]2[CH:36]=[CH:35][CH:34]=[CH:33][CH:32]=2)[C:25]2[CH:30]=[CH:29][CH:28]=[CH:27][CH:26]=2)[C@H:10]([OH:43])[C@@H:9]1[OH:44])([CH3:4])([CH3:2])[CH3:3]. Procedure details: To a suspension of {(1S,2R,3S,4R)-4-[2-(2-amino-ethylcarbamoyl)-6-(2,2-diphenyl-ethylamino)-purin-9-yl]-2,3-dihydroxy-cyclopentyl}-carbamic acid tert-butyl ester (2.5 g, 4.05 mmol) in IPA (10 ml) is added imidazole-1-carboxylic acid (3,4,5,6-tetrahydro-2H-[1,2]bipyridinyl-4-yl)-amide (Intermediate C) (151 ml of a 10 mg/ml solution in DCM, 5.56 mmol) and the reaction mixture is stirred at room temperature overnight. The solvent is removed in vacuo and the crude product is purified by chromatograp... Reactants: N1=C(C=CC2=CC=CC=C12)/C=C/C=1SC=C(N1)C(=O)[O-] (2-[(E)-2-(2-Quinolinyl)ethenyl]-1,3-thiazole-4-carboxylate), [OH-].[Na+] (NaOH). Solvent: O (water), C(C)O (ethanol). Reaction conditions: temperature 0 celsius. Yields the product N1=C(C=CC2=CC=CC=C12)/C=C/C=1SC=C(N1)C(=O)O (2-[(E)-2-(2-Quinolinyl)ethenyl]-1,3-thiazole-4-carboxylic acid). As a reaction SMILES: [N:1]1[C:10]2[C:5](=[CH:6][CH:7]=[CH:8][CH:9]=2)[CH:4]=[CH:3][C:2]=1/[CH:11]=[CH:12]/[C:13]1[S:14][CH:15]=[C:16]([C:18]([O-:20])=[O:19])[N:17]=1.[OH-].[Na+]>C(O)C.O>[N:1]1[C:10]2[C:5](=[CH:6][CH:7]=[CH:8][CH:9]=2)[CH:4]=[CH:3][C:2]=1/[CH:11]=[CH:12]/[C:13]1[S:14][CH:15]=[C:16]([C:18]([OH:20])=[O:19])[N:17]=1 |f:1.2|. Reported procedure: 2-[(E)-2-(2-Quinolinyl)ethenyl]-1,3-thiazole-4-carboxylate (0.137 g, 0.44 mmol; see step (vi) above) was suspended in ethanol (2 mL), NaOH (0.052 g, 1.32 mmol) in water (5 mL) was added and the solution was then refluxed for 2 h. The reaction was then hot-filtered and then cooled to 0° C., whereupon dilute HCl was added dropwise until the title compound precipitated as a yellow solid (0.103 g, 83%). Reactants: ClC1=C(C(=O)OC(C)C)C=C(C(=C1)F)NC(=O)NC(=C(CC)C(=O)OCC)C (isopropyl 2-chloro-4-fluoro-5-{3-[2-(ethoxycarbonyl)-1-methyl-1-butenyl]ureido}-benzoate), [Na] (sodium). Run in C(C)(C)O.CN(C=O)C (isopropanol dimethylformamide). Yields the product ClC1=C(C(=O)OC(C)C)C=C(C(=C1)F)N1C(NC(=C(C1=O)CC)C)=O (isopropyl 2-chloro-4-fluoro-5-[3,6-dihydro-5-ethyl-4-methyl-2,6-dioxo-1(2H)-pyrimidinyl]-benzoate). As a reaction SMILES: [Cl:1][C:2]1[CH:13]=[C:12]([F:14])[C:11]([NH:15][C:16]([NH:18][C:19]([CH3:28])=[C:20]([C:23](OCC)=[O:24])[CH2:21][CH3:22])=[O:17])=[CH:10][C:3]=1[C:4]([O:6][CH:7]([CH3:9])[CH3:8])=[O:5].[Na]>C(O)(C)C.CN(C)C=O>[Cl:1][C:2]1[CH:13]=[C:12]([F:14])[C:11]([N:15]2[C:23](=[O:24])[C:20]([CH2:21][CH3:22])=[C:19]([CH3:28])[NH:18][C:16]2=[O:17])=[CH:10][C:3]=1[C:4]([O:6][CH:7]([CH3:9])[CH3:8])=[O:5] |f:2.3,^1:28|. Reported procedure: using isopropyl 2-chloro-4-fluoro-5-{3-[2-(ethoxycarbonyl)-1-methyl-1-butenyl]ureido}-benzoate with sodium isopropylate in an isopropanol/dimethylformamide mixture there is obtained isopropyl 2-chloro-4-fluoro-5-[3,6-dihydro-5-ethyl-4-methyl-2,6-dioxo-1(2H)-pyrimidinyl]-benzoate, m.p. 176°-178° C., Reactants: CCOC(=O)C(CC(C)C)c1cc(-c2ccc(C(F)(F)F)cc2)cc(N2CCCCC2C)c1, CO, [Na+], [OH-]. Product: CC(C)CC(C(=O)O)c1cc(-c2ccc(C(F)(F)F)cc2)cc(N2CCCCC2C)c1. RXN SMILES: [CH2:1]([CH3:2])[O:3][C:4]([CH:5]([CH2:6][CH:7]([CH3:8])[CH3:9])[c:10]1[cH:11][c:12](-[c:23]2[cH:24][cH:25][c:26]([C:29]([F:30])([F:31])[F:32])[cH:27][cH:28]2)[cH:13][c:14]([N:16]2[CH:17]([CH3:22])[CH2:18][CH2:19][CH2:20][CH2:21]2)[cH:15]1)=[O:33].[CH3:36][OH:37].[Na+:35].[OH-:34]>>[O:3]=[C:4]([CH:5]([CH2:6][CH:7]([CH3:8])[CH3:9])[c:10]1[cH:11][c:12](-[c:23]2[cH:24][cH:25][c:26]([C:29]([F:30])([F:31])[F:32])[cH:27][cH:28]2)[cH:13][c:14]([N:16]2[CH:17]([CH3:22])[CH2:18][CH2:19][CH2:20][CH2:21]2)[cH:15]1)[OH:33]. Starting materials: N1CCCC1 (Pyrrolidine), [N+](=O)([O-])C=1C=CC2=C(CCC(CC2)=O)C1 (2-nitro-5,6,8,9-tetrahydro-benzocyclohepten-7-one), [BH-](OC(=O)C)(OC(=O)C)OC(=O)C.[Na+] (NaBH(OAc)3), CC(=O)O (AcOH). The solvent is ClCCCl (1,2-dichloroethane). Conditions: time 8 hour. Yields the product [N+](=O)([O-])C=1C=CC2=C(CCC(CC2)N2CCCC2)C1 (1-(2-nitro-6,7,8,9-tetrahydro-5H-benzo[7]annulen-7-yl)pyrrolidine). RXN SMILES: [NH:1]1[CH2:5][CH2:4][CH2:3][CH2:2]1.[N+:6]([C:9]1[CH:10]=[CH:11][C:12]2[CH2:18][CH2:17][C:16](=O)[CH2:15][CH2:14][C:13]=2[CH:20]=1)([O-:8])=[O:7].[BH-](OC(C)=O)(OC(C)=O)OC(C)=O.[Na+].CC(O)=O>ClCCCl>[N+:6]([C:9]1[CH:10]=[CH:11][C:12]2[CH2:18][CH2:17][CH:16]([N:1]3[CH2:5][CH2:4][CH2:3][CH2:2]3)[CH2:15][CH2:14][C:13]=2[CH:20]=1)([O-:8])=[O:7] |f:2.3|. Procedure details: Pyrrolidine (0.85 g, 12 mmol) and 2-nitro-5,6,8,9-tetrahydro-benzocyclohepten-7-one (2.05 g, 10 mmol) were mixed in 1,2-dichloroethane (35 mL) and then treated with NaBH(OAc)3 (3.18 g, 15 mmol) and AcOH (0.60 g, 10 mmol). The mixture was stirred at ambient temperature under a N2 atmosphere overnight. The reaction mixture was quenched with saturated NaHCO3, and the product was extracted with EtOAc (3×30 mL). The organic layers were combined and dried over NaSO4. The solvent was evaporated and the...